This data is from the Open Reaction Database (ORD), a public repository of structured organic reaction records. The task is: describe an organic reaction: reactants, conditions, products, and yield Reactants: BrC=1SC=C(N1)C1(CC1)C(=O)OCC (ethyl 1-(2-bromo-1,3-thiazol-4-yl)cyclopropanecarboxylate), C(#N)C1(CC1)NC([C@@H](N[C@H](C(F)(F)F)C1=CC=C(C=C1)B1OC(C(O1)(C)C)(C)C)CC(C)(C)F)=O (N1-(1-cyanocyclopropyl)-4-fluoro-N2-{(1S)-2,2,2-trifluoro-1-[4-(4,4,5,5-tetramethyl-1,3,2-dioxaborolan-2-yl)phenyl]ethyl}-L-leucinamide). The reagents and catalysts are C1=CC=C(C=C1)P([C-]2C=CC=C2)C3=CC=CC=C3.C1=CC=C(C=C1)P([C-]2C=CC=C2)C3=CC=CC=C3.Cl[Pd]Cl.[Fe+2] (PdCl2(dppf)). The solvent is CN(C)C=O (DMF), C(=O)([O-])[O-].[Na+].[Na+] (Na2CO3). Run at temperature 80 celsius. Product: C(#N)C1(CC1)NC(=O)[C@H](CC(C)(C)F)N[C@H](C(F)(F)F)C1=CC=C(C=C1)C=1SC=C(N1)C1(CC1)C(=O)O (1-[2-[4-[(1S)-1-[[(1S)-1-[[(1-cyanocyclopropyl)amino]carbonyl]-3-fluoro-3-methylbutyl]amino]-2,2,2-trifluoroethyl]phenyl]-4-thiazolyl]-cyclopropanecarboxylic acid). Reaction SMILES: Br[C:2]1[S:3][CH:4]=[C:5]([C:7]2([C:10]([O:12]CC)=[O:11])[CH2:9][CH2:8]2)[N:6]=1.[C:15]([C:17]1([NH:20][C:21](=[O:49])[C@H:22]([CH2:44][C:45]([F:48])([CH3:47])[CH3:46])[NH:23][C@@H:24]([C:29]2[CH:34]=[CH:33][C:32](B3OC(C)(C)C(C)(C)O3)=[CH:31][CH:30]=2)[C:25]([F:28])([F:27])[F:26])[CH2:19][CH2:18]1)#[N:16]>CN(C=O)C.C([O-])([O-])=O.[Na+].[Na+].C1C=CC(P(C2C=CC=CC=2)[C-]2C=CC=C2)=CC=1.C1C=CC(P(C2C=CC=CC=2)[C-]2C=CC=C2)=CC=1.Cl[Pd]Cl.[Fe+2]>[C:15]([C:17]1([NH:20][C:21]([C@@H:22]([NH:23][C@@H:24]([C:29]2[CH:30]=[CH:31][C:32]([C:2]3[S:3][CH:4]=[C:5]([C:7]4([C:10]([OH:12])=[O:11])[CH2:8][CH2:9]4)[N:6]=3)=[CH:33][CH:34]=2)[C:25]([F:26])([F:28])[F:27])[CH2:44][C:45]([F:48])([CH3:47])[CH3:46])=[O:49])[CH2:19][CH2:18]1)#[N:16] |f:3.4.5,6.7.8.9|. Procedure: A solution of ethyl 1-(2-bromo-1,3-thiazol-4-yl)cyclopropanecarboxylate (166 mg, 1.2 mmol) and N1-(1-cyanocyclopropyl)-4-fluoro-N2-{(1S)-2,2,2-trifluoro-1-[4-(4,4,5,5-tetramethyl-1,3,2-dioxaborolan-2-yl)phenyl]ethyl}-L-leucinamide (Example 3, Step 3, 250 mg, 0.5 mmol) in DMF (5 mL) and 2M Na2CO3 (0.63 mL) was degassed with a stream of nitrogen for 10 min, then PdCl2(dppf) (41 mg 0.05 mmol) was added and the mixture heated to 80° C. for 8 h. The mixture was cooled and partitioned between ethyl ac... Reactants: CC1=C(C=C(S1)C(=O)OC)C1=C(C=NN1C)C(=C)C (methyl 5-methyl-4-[1-methyl-4-(1-methylethenyl)-1H-pyrazol-5-yl]-2-thiophenecarboxylate), PdOH2. The solvent is CO (methanol). Reaction conditions: time 1 hour. Isolated yield 100.0%. Reported procedure: To a solution of methyl 5-methyl-4-[1-methyl-4-(1-methylethenyl)-1H-pyrazol-5-yl]-2-thiophenecarboxylate (171 mg, 0.62 mmol) in methanol (3 ml) was added PdOH2 (34.8 mg, 0.25 mmol). The reaction mixture was hydrogenated at 1 atm (balloon) for 1 h. The solution was then purged with N2, filtered through Celite and concentrated affording methyl 5-methyl-4-[1-methyl-4-(1-methylethyl)-1H-pyrazol-5-yl]-2-thiophenecarboxylate (173 mg, 0.62 mmol, 100% yield) as a clear oil which was used without further... Product: CC1=C(C=C(S1)C(=O)OC)C1=C(C=NN1C)C(C)C (methyl 5-methyl-4-[1-methyl-4-(1-methylethyl)-1H-pyrazol-5-yl]-2-thiophenecarboxylate). As a reaction SMILES: [CH3:1][C:2]1[S:6][C:5]([C:7]([O:9][CH3:10])=[O:8])=[CH:4][C:3]=1[C:11]1[N:15]([CH3:16])[N:14]=[CH:13][C:12]=1[C:17]([CH3:19])=[CH2:18]>CO>[CH3:1][C:2]1[S:6][C:5]([C:7]([O:9][CH3:10])=[O:8])=[CH:4][C:3]=1[C:11]1[N:15]([CH3:16])[N:14]=[CH:13][C:12]=1[CH:17]([CH3:19])[CH3:18]. The reactants are CN1CCOCC1 (N-Methyl-morpholine), ClC=1C=C(C=CC1S(=O)(=O)C)[C@H](C(=O)NC1=NNC=C1)CC1CCCC1 (2(R)-(3-chloro-4-methanesulfonyl-phenyl)-3-cyclopentyl-N-(1H-pyrazol-3-yl)-propionamide), C(CC)(=O)Cl (propionyl chloride). Solvent: C(C)(=O)OCC (ethyl acetate), C(Cl)Cl (methylene chloride). Reaction conditions: temperature 25 celsius, time 2.5 hour. Product: ClC=1C=C(C=CC1S(=O)(=O)C)[C@H](C(=O)NC1=NN(C=C1)C(CC)=O)CC1CCCC1 (2(R)-(3-chloro-4-methanesulfonyl-phenyl)-3-cyclopentyl-N-(1-propionyl-1H-pyrazol-3-yl)-propionamide). Yield: 43.4%. Reaction SMILES: [Cl:1][C:2]1[CH:3]=[C:4]([C@@H:12]([CH2:21][CH:22]2[CH2:26][CH2:25][CH2:24][CH2:23]2)[C:13]([NH:15][C:16]2[CH:20]=[CH:19][NH:18][N:17]=2)=[O:14])[CH:5]=[CH:6][C:7]=1[S:8]([CH3:11])(=[O:10])=[O:9].CN1CCOCC1.[C:34](Cl)(=[O:37])[CH2:35][CH3:36]>C(Cl)Cl.C(OCC)(=O)C>[Cl:1][C:2]1[CH:3]=[C:4]([C@@H:12]([CH2:21][CH:22]2[CH2:23][CH2:24][CH2:25][CH2:26]2)[C:13]([NH:15][C:16]2[CH:20]=[CH:19][N:18]([C:34](=[O:37])[CH2:35][CH3:36])[N:17]=2)=[O:14])[CH:5]=[CH:6][C:7]=1[S:8]([CH3:11])(=[O:10])=[O:9]. Reported procedure: 2(R)-(3-Chloro-4-methanesulfonyl-phenyl)-3-cyclopentyl-N-(1H-pyrazol-3-yl)-propionamide (prepared in example 2, 100 mg, 0.25 mmol) was dissolved in methylene chloride (2 mL). N-Methyl-morpholine (31 μL, 0.28 mmol) was added followed by propionyl chloride (26 μL, 0.28 mmol). The reaction stirred at 25° C. for 2.5 h. The solution was diluted with ethyl acetate (25 mL), washed with water (2×15 mL), saturated aqueous saturated aqueous brine solution (2×15 mL), dried over magnesium sulfate, filtered ... Reactants: C(C)#N (acetonitrile), N1=CC=CC=C1.F (hydrogen fluoride-pyridine), mixture, CC1=C(CCCCCCC(=O)OC)[C@H]([C@@H](C1)O[Si](C)(C)C(C)(C)C)\C=C\[C@H](C[C@@H](CCCC)C)O[Si](C)(C)C(C)(C)C (methyl (11R,12R,13E,15S,17R)-9-methyl-11,15-bis(tert-butyldimethylsiloxy)-17,20-dimethylprosta-8,13-dienoate). Run in N1=CC=CC=C1 (pyridine), N1=CC=CC=C1 (pyridine). Conditions: time 15 hour. The product is CC1=C(CCCCCCC(=O)OC)[C@H]([C@@H](C1)O)\C=C\[C@H](C[C@@H](CCCC)C)O (methyl (11R,12R,13E,15S,17R)-9-methyl-11,15-dihydroxy-17,20-dimethylprosta-8,13-dienoate). Isolated yield 10.0%. Reaction SMILES: C(#N)C.N1C=CC=CC=1.F.[CH3:11][C:12]1[CH2:26][C@@H:25]([O:27][Si](C(C)(C)C)(C)C)[C@H:24](/[CH:35]=[CH:36]/[C@@H:37]([O:45][Si](C(C)(C)C)(C)C)[CH2:38][C@H:39]([CH3:44])[CH2:40][CH2:41][CH2:42][CH3:43])[C:13]=1[CH2:14][CH2:15][CH2:16][CH2:17][CH2:18][CH2:19][C:20]([O:22][CH3:23])=[O:21]>N1C=CC=CC=1>[CH3:11][C:12]1[CH2:26][C@@H:25]([OH:27])[C@H:24](/[CH:35]=[CH:36]/[C@@H:37]([OH:45])[CH2:38][C@H:39]([CH3:44])[CH2:40][CH2:41][CH2:42][CH3:43])[C:13]=1[CH2:14][CH2:15][CH2:16][CH2:17][CH2:18][CH2:19][C:20]([O:22][CH3:23])=[O:21] |f:1.2|. Procedure details: To a solution of ice-cooled acetonitrile (2 ml) and pyridine (0.2 mL) was added hydrogen fluoride-pyridine (0.2 mL). To this solution was added a mixture (174 mg) containing methyl (11R,12R,13E,15S,17R)-9-methyl-11,15-bis(tert-butyldimethylsiloxy)-17,20-dimethylprosta-8,13-dienoate in pyridine (0.2 mL). The ice bath was removed and the solution was agitated for 15 hours while returning it to room temperature. The reaction solution was poured into a mixture of ethyl acetate and a saturated aqueou...